From a dataset of the Open Reaction Database (ORD), a public repository of structured organic reaction records. describe an organic reaction: reactants, conditions, products, and yield Starting materials: FC(S(=O)(=O)OC1=COC2=C1C(=C(C(=C2C)C)Br)C)(F)F (5-bromo-4,6,7-trimethyl-1-benzofuran-3-yl trifluoromethanesulfonate), C(C)O (ethanol), C([O-])([O-])=O.[Na+].[Na+] (sodium carbonate), Example 261, C(C)C1=CC=C(C=C1)B(O)O (4-ethylphenyl boronic acid). Reagents/catalysts: C=1C=CC(=CC1)[P](C=2C=CC=CC2)(C=3C=CC=CC3)[Pd]([P](C=4C=CC=CC4)(C=5C=CC=CC5)C=6C=CC=CC6)([P](C=7C=CC=CC7)(C=8C=CC=CC8)C=9C=CC=CC9)[P](C=1C=CC=CC1)(C=1C=CC=CC1)C=1C=CC=CC1 (tetrakis(triphenylphosphine)palladium(0)). Run in C1(=CC=CC=C1)C (toluene), O (Water). Product: BrC=1C(=C(C2=C(C(=CO2)C2=CC=C(C=C2)CC)C1C)C)C (5-Bromo-3-(4-ethylphenyl)-4,6,7-trimethyl-1-benzofuran). The yield is 92.0%. As a reaction SMILES: FC(F)(F)S(O[C:7]1[C:11]2[C:12]([CH3:19])=[C:13]([Br:18])[C:14]([CH3:17])=[C:15]([CH3:16])[C:10]=2[O:9][CH:8]=1)(=O)=O.[CH2:22]([C:24]1[CH:29]=[CH:28][C:27](B(O)O)=[CH:26][CH:25]=1)[CH3:23].C(=O)([O-])[O-].[Na+].[Na+].C(O)C>C1C=CC([P]([Pd]([P](C2C=CC=CC=2)(C2C=CC=CC=2)C2C=CC=CC=2)([P](C2C=CC=CC=2)(C2C=CC=CC=2)C2C=CC=CC=2)[P](C2C=CC=CC=2)(C2C=CC=CC=2)C2C=CC=CC=2)(C2C=CC=CC=2)C2C=CC=CC=2)=CC=1.O.C1(C)C=CC=CC=1>[Br:18][C:13]1[C:14]([CH3:17])=[C:15]([CH3:16])[C:10]2[O:9][CH:8]=[C:7]([C:27]3[CH:28]=[CH:29][C:24]([CH2:22][CH3:23])=[CH:25][CH:26]=3)[C:11]=2[C:12]=1[CH3:19] |f:2.3.4,^1:45,47,66,85|. Procedure: A mixed solution of 5-bromo-4,6,7-trimethyl-1-benzofuran-3-yl trifluoromethanesulfonate obtained in Reference Example 261 (1.35 g, 3.49 mmol), 4-ethylphenyl boronic acid (523 mg, 3.49 mmol), tetrakis(triphenylphosphine)palladium(0) (81 mg, 0.07 mmol) in a 2 N aqueous sodium carbonate solution (4 mL)-ethanol (4 mL)-toluene (15 mL) was reacted under argon atmosphere at 80° C. for 5 hours. Water was added to the reaction solution, which was extracted with ethyl acetate. The combined organic layer w... The reactants are CCO, Cl, [Fe], [Na+], [OH-], O=[N+]([O-])c1cccc(OCc2ccco2)c1. The product is Nc1cccc(OCc2ccco2)c1. As a reaction SMILES: [CH3:20][CH2:21][OH:22].[ClH:17].[Fe:23].[Na+:19].[OH-:18].[o:1]1[c:2]([CH2:6][O:7][c:8]2[cH:9][c:10]([N+:14]([O-:15])=[O:16])[cH:11][cH:12][cH:13]2)[cH:3][cH:4][cH:5]1>>[o:1]1[c:2]([CH2:6][O:7][c:8]2[cH:9][c:10]([NH2:14])[cH:11][cH:12][cH:13]2)[cH:3][cH:4][cH:5]1. The reactants are Cl (HCl), C1(=CC=CC=C1)S(=O)(=O)NC1=C(C(=O)O)C=C(C=C1)Cl (2-phenylsulfonylamino-5-chlorobenzoic acid), NC1=CC=C(C(=O)OC)C=C1 (methyl p-aminobenzoate), CN(C)C1=NC=CC=C1 (dimethylaminopyridine). Run in C(Cl)Cl (methylene chloride), C(CCl)Cl (EDC). Conditions: time 3 day. The product is C1(=CC=CC=C1)S(=O)(=O)NC1=C(C(=O)NC2=CC=C(C(=O)OC)C=C2)C=C(C=C1)Cl (Methyl 4-(2-phenylsulfonylamino-5-chlorobenzoylamino)benzoate). Yield: 39.8%. RXN SMILES: [C:1]1([S:7]([NH:10][C:11]2[CH:19]=[CH:18][C:17]([Cl:20])=[CH:16][C:12]=2[C:13]([OH:15])=O)(=[O:9])=[O:8])[CH:6]=[CH:5][CH:4]=[CH:3][CH:2]=1.[NH2:21][C:22]1[CH:31]=[CH:30][C:25]([C:26]([O:28][CH3:29])=[O:27])=[CH:24][CH:23]=1.CN(C1C=CC=CN=1)C.Cl>C(Cl)Cl.C(Cl)CCl>[C:1]1([S:7]([NH:10][C:11]2[CH:19]=[CH:18][C:17]([Cl:20])=[CH:16][C:12]=2[C:13]([NH:21][C:22]2[CH:23]=[CH:24][C:25]([C:26]([O:28][CH3:29])=[O:27])=[CH:30][CH:31]=2)=[O:15])(=[O:8])=[O:9])[CH:2]=[CH:3][CH:4]=[CH:5][CH:6]=1. Procedure details: To a suspension of 2-phenylsulfonylamino-5-chlorobenzoic acid (250 mg; prepared in Reference Example 3.) and methyl p-aminobenzoate (133 mg) in methylene chloride (5 ml), EDC (168 mg) and dimethylaminopyridine (20 mg) were added. The mixture was stirred for 3 days at room temperature. The reaction mixture was poured into diluted HCl and extracted with ethyl acetate. The organic layer was washed, dried over and concentrated under reduced pressure. The residue was purified on silica gel column chr... Starting materials: Cl.NO (hydroxylamine hydrochloride), C(OC)(OC)OC (trimethyl orthoformate), p-aminobenzaldehyde ethylene glycol acetal, [N-]=C=O.C(C=C)OC(CN)=O (glycine allyl ester isocyanate), N1=CC=CC=C1 (pyridine), C1CCOC1 (THF), C1CCOC1 (THF). The solvent is CO (CH3OH). Reaction conditions: time 2 hour. Yields the product ON=CC1=CC=C(C=C1)NC(=O)NCC(=O)OCC=C (4-(hydroxyiminomethyl)phenyl-N'-allyloxycarbonylmethylurea). RXN SMILES: [N-:1]=[C:2]=[O:3].[CH2:4]([O:7][C:8](=[O:11])[CH2:9][NH2:10])[CH:5]=[CH2:6].[N:12]1[CH:17]=[CH:16][CH:15]=[CH:14][CH:13]=1.Cl.N[OH:20].C(OC)(OC)OC.[CH2:28]1COC[CH2:29]1>CO>[OH:20][N:12]=[CH:17][C:16]1[CH:29]=[CH:28][C:13]([NH:1][C:2]([NH:10][CH2:9][C:8]([O:7][CH2:4][CH:5]=[CH2:6])=[O:11])=[O:3])=[CH:14][CH:15]=1 |f:0.1,3.4|. Procedure: A solution of 0.1 mol of p-aminobenzaldehyde ethylene glycol acetal in 100 mL of anhydrous THF is added dropwise over 10 minutes to a solution of 0.1 mol of glycine allyl ester isocyanate and 0.35 moI pyridine in 100 mL THF at room temperature under N2. The reaction mixture is stirred at room temperature for 2 hours. After 2 hours the solvent is removed by rotary evaporator. A solution of 0.11 mmol hydroxylamine hydrochloride and 0.1 mol trimethyl orthoformate in CH3OH is added, and the reaction... Isolated yield 78.9%. Reactants: C(C)(C)(C)C=1C=C2C=NN(C(C2=C(C1)F)=O)C1=C(COC(C)=O)C(=CC=C1)C=1C=C(C=2N(C1)C=CN2)NC2=CC=C(C=N2)C2CCN(CC2)C (acetic acid 2-(6-tert-butyl-8-fluoro-1-oxo-1H-phthalazin-2-yl)-6-[8-(1′-methyl-1′,2′,3′,4′,5′,6′-hexahydro-[3,4′]bipyridinyl-6-ylamino)-imidazo[1,2-a]pyridin-6-yl]-benzyl ester), C(=O)([O-])[O-].[K+].[K+] (K2CO3). Product: C(C)(C)(C)C=1C=C2C=NN(C(C2=C(C1)F)=O)C1=C(C(=CC=C1)C=1C=C(C=2N(C1)C=CN2)NC2=CC=C(C=N2)C2CCN(CC2)C)CO (6-tert-Butyl-8-fluoro-2-{2-hydroxymethyl-3-[8-(1′-methyl-1′,2′,3′,4′,5′,6′-hexahydro-[3,4′]bipyridinyl-6-ylamino)-imidazo[1,2-a]pyridin-6-yl]-phenyl}-2H-phthalazin-1-one). The solvent is CO (CH3OH). RXN SMILES: [C:1]([C:5]1[CH:6]=[C:7]2[C:12](=[C:13]([F:15])[CH:14]=1)[C:11](=[O:16])[N:10]([C:17]1[CH:27]=[CH:26][CH:25]=[C:24]([C:28]3[CH:29]=[C:30]([NH:37][C:38]4[N:43]=[CH:42][C:41]([CH:44]5[CH2:49][CH2:48][N:47]([CH3:50])[CH2:46][CH2:45]5)=[CH:40][CH:39]=4)[C:31]4[N:32]([CH:34]=[CH:35][N:36]=4)[CH:33]=3)[C:18]=1[CH2:19][O:20]C(=O)C)[N:9]=[CH:8]2)([CH3:4])([CH3:3])[CH3:2].C([O-])([O-])=O.[K+].[K+]>CO>[C:1]([C:5]1[CH:6]=[C:7]2[C:12](=[C:13]([F:15])[CH:14]=1)[C:11](=[O:16])[N:10]([C:17]1[CH:27]=[CH:26][CH:25]=[C:24]([C:28]3[CH:29]=[C:30]([NH:37][C:38]4[N:43]=[CH:42][C:41]([CH:44]5[CH2:49][CH2:48][N:47]([CH3:50])[CH2:46][CH2:45]5)=[CH:40][CH:39]=4)[C:31]4[N:32]([CH:34]=[CH:35][N:36]=4)[CH:33]=3)[C:18]=1[CH2:19][OH:20])[N:9]=[CH:8]2)([CH3:4])([CH3:2])[CH3:3] |f:1.2.3|. Reported procedure: A solution of acetic acid 2-(6-tert-butyl-8-fluoro-1-oxo-1H-phthalazin-2-yl)-6-[8-(1′-methyl-1′,2′,3′,4′,5′,6′-hexahydro-[3,4′]bipyridinyl-6-ylamino)-imidazo[1,2-a]pyridin-6-yl]-benzyl ester (270 mg, 0.4012 mmol) and K2CO3 (166 mg, 1.2036 mmol) in CH3OH (15 mL) was stirred at room temperature for 3 h. TLC showed a complete reaction. The solution was poured onto water and extracted with ethyl acetate. The combined organic layers were washed with brine, dried over Na2SO4, and concentrated to give ...